The task is: describe an organic reaction: reactants, conditions, products, and yield. This data is from the Open Reaction Database (ORD), a public repository of structured organic reaction records. The reactants are NN (hydrazine), crude material, FC1=C(C=CC(=C1)F)C=1N2C=CC(C(=C2C=CC1)C1=C(C=C(C(=O)O)C=C1F)F)=O (4-[6-(2,4-difluorophenyl)-2-oxo-2H-quinolizin-1-yl]-3,5-difluorobenzoic acid), C(C(=O)Cl)(=O)Cl (oxalyl chloride), CN(C)C=O (DMF). Solvent: CO (methanol), C1(=CC=CC=C1)C (toluene), C(Cl)Cl (CH2Cl2), C(C)(OC)(OC)OC (trimethyl orthoacetate), C(Cl)Cl (CH2Cl2). Run at temperature 0 celsius, time 5 minute. Product: FC1=C(C(=CC(=C1)C=1OC(=NN1)C)F)C=1C(C=CN2C(=CC=CC12)C1=C(C=C(C=C1)F)F)=O (1-[2,6-difluoro-4-(5-methyl-1,3,4-oxadiazol-2-yl)phenyl]-6-(2,4-difluorophenyl)-2H-quinolizin-2-one). RXN SMILES: [F:1][C:2]1[CH:7]=[C:6]([F:8])[CH:5]=[CH:4][C:3]=1[C:9]1[N:10]2[C:15]([CH:16]=[CH:17][CH:18]=1)=[C:14]([C:19]1[C:27]([F:28])=[CH:26][C:22]([C:23](O)=[O:24])=[CH:21][C:20]=1[F:29])[C:13](=[O:30])[CH:12]=[CH:11]2.[C:31](Cl)(=O)[C:32](Cl)=O.CN(C=O)C.[NH2:42][NH2:43]>C(Cl)Cl.C(OC)(OC)(OC)C.CO.C1(C)C=CC=CC=1>[F:29][C:20]1[CH:21]=[C:22]([C:23]2[O:24][C:31]([CH3:32])=[N:42][N:43]=2)[CH:26]=[C:27]([F:28])[C:19]=1[C:14]1[C:13](=[O:30])[CH:12]=[CH:11][N:10]2[C:15]=1[CH:16]=[CH:17][CH:18]=[C:9]2[C:3]1[CH:4]=[CH:5][C:6]([F:8])=[CH:7][C:2]=1[F:1]. Reported procedure: To a solution of 4-[6-(2,4-difluorophenyl)-2-oxo-2H-quinolizin-1-yl]-3,5-difluorobenzoic acid (Example 38, 204 mg, 0.49 mmol) in CH2Cl2 (1.5 mL) was added oxalyl chloride (93 mg, 0.74 mmol) and a catalytic amount of DMF at 0° C. After stirring at 0° C. for 5 min, the reaction was warmed to room temperature and stirred an additional for 30 min. The reaction was concentrated in vacuo and azeotrophed with toluene (2×). The crude material was dissolved in CH2Cl2 (1.5 mL) and was added to a solution ... Starting materials: Cl (HCl), BrC=1C=C2C(CC3(COCCC3)OC2=CC1)=NS(=O)C(C)(C)C (N-(6-Bromo-5′,6′-dihydro-4′H-spiro[chromene-2,3′-pyran]-4(3H)-ylidene)-2-methylpropane-2-sulfinamide). Solvent: O1CCOCC1 (1,4-dioxane). Conditions: time 2 day. Yields the product BrC=1C=C2C(CC3(COCCC3)OC2=CC1)=N (6-Bromo-5′,6′-dihydro-4′H-spiro[chromene-2,3′-pyran]-4(3H)-imine). Reaction SMILES: Cl.[Br:2][C:3]1[CH:4]=[C:5]2[C:15](=[CH:16][CH:17]=1)[O:14][C:8]1([CH2:13][CH2:12][CH2:11][O:10][CH2:9]1)[CH2:7][C:6]2=[N:18]S(C(C)(C)C)=O>O1CCOCC1>[Br:2][C:3]1[CH:4]=[C:5]2[C:15](=[CH:16][CH:17]=1)[O:14][C:8]1([CH2:13][CH2:12][CH2:11][O:10][CH2:9]1)[CH2:7][C:6]2=[NH:18]. Reported procedure: HCl (4 M in 1,4-dioxane) (0.395 mL, 12.99 mmol) was added to a suspension of N-(6-bromo-5′,6′-dihydro-4′H-spiro[chromene-2,3′-pyran]-4(3H)-ylidene)-2-methylpropane-2-sulfinamide (Example 45 Step 1, 520 mg, 1.30 mmol) in anhydrous 1,4-dioxane (6 mL) and the resulting mixture was stirred under a nitrogen atmosphere at r.t. for 2 days. A precipitate was formed. The precipitate was filtered off and washed with Et2O. The solid was then dissolved in DCM and sat. aq. NaHCO3. The mixture was poured into...